This data is from the Open Reaction Database (ORD), a public repository of structured organic reaction records. The task is: describe an organic reaction: reactants, conditions, products, and yield Reactants: CO (methanol), ClC=1C=C(CN2N=C(C3=C(C2=O)C(=C2N3[C@H](CN(C2=O)CC)C)OC)C(=O)NC)C=CC1F ((6S)-2-(3-chloro-4-fluorobenzyl)-8-ethyl-10-methoxy-N,6-dimethyl-1,9-dioxo-1,2,6,7,8,9-hexahydropyrazino[1′,2′:1,5]pyrrolo[2,3-d]pyridazine-4-carboxamide), B(Br)(Br)Br (boron tribromide). Run in ClCCl (dichloromethane), ClCCl (dichloromethane). Conditions: time 5 minute. Product: ClC=1C=C(CN2N=C(C3=C(C2=O)C(=C2N3[C@H](CN(C2=O)CC)C)O)C(=O)NC)C=CC1F ((6S)-2-(3-Chloro-4-fluorobenzyl)-8-ethyl-10-hydroxy-N,6-dimethyl-1,9-dioxo-1,2,6,7,8,9-hexahydropyrazino[1′,2′:1,5]pyrrolo[2,3-d]pyridazine-4-carboxamide). Reaction SMILES: [Cl:1][C:2]1[CH:3]=[C:4]([CH:30]=[CH:31][C:32]=1[F:33])[CH2:5][N:6]1[C:11](=[O:12])[C:10]2[C:13]([O:24]C)=[C:14]3[C:19](=[O:20])[N:18]([CH2:21][CH3:22])[CH2:17][C@H:16]([CH3:23])[N:15]3[C:9]=2[C:8]([C:26]([NH:28][CH3:29])=[O:27])=[N:7]1.B(Br)(Br)Br.CO>ClCCl>[Cl:1][C:2]1[CH:3]=[C:4]([CH:30]=[CH:31][C:32]=1[F:33])[CH2:5][N:6]1[C:11](=[O:12])[C:10]2[C:13]([OH:24])=[C:14]3[C:19](=[O:20])[N:18]([CH2:21][CH3:22])[CH2:17][C@H:16]([CH3:23])[N:15]3[C:9]=2[C:8]([C:26]([NH:28][CH3:29])=[O:27])=[N:7]1. Procedure: To a solution of (6S)-2-(3-chloro-4-fluorobenzyl)-8-ethyl-10-methoxy-N,6-dimethyl-1,9-dioxo-1,2,6,7,8,9-hexahydropyrazino[1′,2′:1,5]pyrrolo[2,3-d]pyridazine-4-carboxamide (1.15 g, 2.41 mmol) in anhydrous dichloromethane (800 mL), a solution of boron tribromide in dichloromethane (3.14 mL, 3.14 mmol; 1 M) was added. After stirring at room temperature for 5 minutes, the reaction mixture was treated with anhydrous methanol, stirred for 30 minutes, and concentrated under vacuum. The procedure was re...